Dataset: the Open Reaction Database (ORD), a public repository of structured organic reaction records. Task: describe an organic reaction: reactants, conditions, products, and yield Starting materials: C(C1=CC=CC=C1)OCN1C=NC(=C1SC1=CC=CC=C1)C (1-benzyloxymethyl-4-methyl-5-phenylthioimidazole), solution, C(CCC)[Li] (n-butyl lithium), CCCCCC (hexane), BrBr (bromine), C([O-])(O)=O.[Na+] (sodium bicarbonate). Run in O1CCCC1 (tetrahydrofuran). Conditions: temperature -78 celsius, time 10 minute. Yields the product C(C1=CC=CC=C1)OCN1C(=NC(=C1SC1=CC=CC=C1)C)Br (1-Benzyloxymethyl-2-bromo-4-methyl-5-phenylthioimidazole). The yield is 92.5%. RXN SMILES: [CH2:1]([O:8][CH2:9][N:10]1[C:14]([S:15][C:16]2[CH:21]=[CH:20][CH:19]=[CH:18][CH:17]=2)=[C:13]([CH3:22])[N:12]=[CH:11]1)[C:2]1[CH:7]=[CH:6][CH:5]=[CH:4][CH:3]=1.C([Li])CCC.CCCCCC.[Br:34]Br.C(=O)(O)[O-].[Na+]>O1CCCC1>[CH2:1]([O:8][CH2:9][N:10]1[C:14]([S:15][C:16]2[CH:21]=[CH:20][CH:19]=[CH:18][CH:17]=2)=[C:13]([CH3:22])[N:12]=[C:11]1[Br:34])[C:2]1[CH:3]=[CH:4][CH:5]=[CH:6][CH:7]=1 |f:4.5|. Procedure details: In 5 ml of dry tetrahydrofuran is dissolved 300 mg of 1-benzyloxymethyl-4-methyl-5-phenylthioimidazole (I-3) (1 mmol) obtained in Example 3, and the resulting solution is chilled at -78° C. To the solution is added dropwise 1.64M solution of n-butyl lithium in 0.71 ml of hexane (1.16 mmol) and the mixture allowed to stand for 10 minutes, when 185 mg of bromine (1.16 mmol) is added thereto. Fifteen minutes later, the mixture is poured onto ice water. The mixture is neutralized with sodium bicarbo...